This data is from the Open Reaction Database (ORD), a public repository of structured organic reaction records. The task is: describe an organic reaction: reactants, conditions, products, and yield The reactants are CC(C)([O-])C.[K+] (Potassium t-butoxide), BrC=1C=C(C=CC1)[C@H]1[C@@H](CCC(N1)=O)[N+](=O)[O-] (trans-6-(3-bromo-phenyl)-5nitro-piperidin-2-one). Yield: 81.1%. Yields the product BrC=1C=C(C=CC1)C1C(CCC(N1)=O)=O (6-(3-Bromo-phenyl)-piperidin-2,5-dione). Reaction SMILES: CC(C)([O-:4])C.[K+].[Br:7][C:8]1[CH:9]=[C:10]([C@@H:14]2[NH:19][C:18](=[O:20])[CH2:17][CH2:16][C@H:15]2[N+]([O-])=O)[CH:11]=[CH:12][CH:13]=1>ClCCl.CO>[Br:7][C:8]1[CH:9]=[C:10]([CH:14]2[NH:19][C:18](=[O:20])[CH2:17][CH2:16][C:15]2=[O:4])[CH:11]=[CH:12][CH:13]=1 |f:0.1|. Solvent: ClCCl (dichloromethane), CO (methanol). Reported procedure: Potassium t-butoxide (38.7 g) was added to a stirred solution of the trans-6-(3-bromo-phenyl)-5nitro-piperidin-2-one (96.3 g) in dichloromethane (500 ml) and methanol (500 ml). The mixture was cooled to -70° and ozone was vigorously bubbled through the stirred solution for 7 h. The mixture was purged with nitrogen and pH6.5 phosphate buffer (500 ml) added. Sodium thiosulphate (120 g) and water (500 ml) were added and the mixture stirred as it warmed to room temperature overnight. The mixture was... Reactants: CC(CCC1=CC=CC=C1)N (1-methyl-3-phenylpropylamine), BrC(C(=O)C1=CC(=CS1)C(=O)N)C (5-(2-bromo-1-oxopropyl)thiophene-3-carboxamide), CC(CC)=O (butanone). Run in CCOC(=O)C (EtOAc). Reaction conditions: time 48 hour. Yields the product CC(CCC1=CC=CC=C1)N=C(C(=O)C1=CC(=CS1)C(=O)N)C (5-[2-[(1-Methyl-3-phenylpropyl)imino]-1-oxopropyl]thiophene-3-carboxamide). Reaction SMILES: [CH3:1][CH:2]([NH2:11])[CH2:3][CH2:4][C:5]1[CH:10]=[CH:9][CH:8]=[CH:7][CH:6]=1.Br[CH:13]([CH3:24])[C:14]([C:16]1[S:20][CH:19]=[C:18]([C:21]([NH2:23])=[O:22])[CH:17]=1)=[O:15].CC(=O)CC>CCOC(C)=O>[CH3:1][CH:2]([N:11]=[C:13]([CH3:24])[C:14]([C:16]1[S:20][CH:19]=[C:18]([C:21]([NH2:23])=[O:22])[CH:17]=1)=[O:15])[CH2:3][CH2:4][C:5]1[CH:10]=[CH:9][CH:8]=[CH:7][CH:6]=1. Procedure: A solution of 1-methyl-3-phenylpropylamine (9.0 g) and 5-(2-bromo-1-oxopropyl)thiophene-3-carboxamide (7.6 g) was stirred for 2 h; butanone (75 ml) was added and stirring continued for 48 h. The resulting mixture was filtered and the filtrate evaporated to small volume (ca. 30 ml) and added to vigorously stirred light petroleum (b.p. 60°-80°: 500 ml) to precipitate a yellow gum (ca. 9 g) which was separated on a short path silica (7736H; 300 g) column eluted with ethyl acetate/2% isopropanol/20%... Reactants: CN(C)C=O, [H-], O=[N+]([O-])c1cccc(S(=O)(=O)OCC2CO2)c1, [Na+], Oc1cccnc1. Yields the product c1cncc(OCC2CO2)c1. Reaction SMILES: [CH3:27][N:28]([CH3:29])[CH:30]=[O:31].[H-:1].[N+:10]([c:11]1[cH:12][c:13]([S:14]([O:15][CH2:23][CH:24]2[O:25][CH2:26]2)(=[O:16])=[O:17])[cH:18][cH:19][cH:20]1)([O-:21])=[O:22].[Na+:2].[n:3]1[cH:4][c:5]([OH:9])[cH:6][cH:7][cH:8]1>>[n:3]1[cH:4][c:5]([O:9][CH2:23][CH:24]2[O:25][CH2:26]2)[cH:6][cH:7][cH:8]1. Starting materials: ClC(Cl)Cl, COC(=O)C(=O)C(F)(F)F, O=c1cc(C(F)(F)F)[nH]n1-c1ccccc1. The product is COC(=O)C(O)(c1c(C(F)(F)F)[nH]n(-c2ccccc2)c1=O)C(F)(F)F. Reaction SMILES: [CH:27]([Cl:28])([Cl:29])[Cl:30].[F:17][C:18]([C:19]([C:20](=[O:21])[O:22][CH3:23])=[O:24])([F:25])[F:26].[c:1]1(-[n:7]2[nH:8][c:9]([C:13]([F:14])([F:15])[F:16])[cH:10][c:11]2=[O:12])[cH:2][cH:3][cH:4][cH:5][cH:6]1>>[c:1]1(-[n:7]2[nH:8][c:9]([C:13]([F:14])([F:15])[F:16])[c:10]([C:19]([C:18]([F:17])([F:25])[F:26])([C:20](=[O:21])[O:22][CH3:23])[OH:24])[c:11]2=[O:12])[cH:2][cH:3][cH:4][cH:5][cH:6]1. The reactants are P(=O)([O-])([O-])[O-].[K+].[K+].[K+] (tripotassium phosphate), O (Water), IC1=NC=C(C=N1)CCC (2-iodo-5-propylpyrimidine), ClC1=NC=C(C=C1F)B1OC(C(O1)(CC)CC)(CC)CC (2-chloro-3-fluoro-5-(4,4,5,5-tetraethyl-1,3,2-dioxaborolan-2-yl)pyridine). The reagents and catalysts are C=1C=CC(=CC1)[P](C=2C=CC=CC2)(C=3C=CC=CC3)[Pd]([P](C=4C=CC=CC4)(C=5C=CC=CC5)C=6C=CC=CC6)([P](C=7C=CC=CC7)(C=8C=CC=CC8)C=9C=CC=CC9)[P](C=1C=CC=CC1)(C=1C=CC=CC1)C=1C=CC=CC1 (tetrakis(triphenylphosphine)palladium). Run in C(C)(C)(C)OC (methyl tert-butyl ether), O1CCOCC1 (dioxane). Conditions: temperature 100 celsius. The product is ClC1=C(C=C(C=N1)C1=NC=C(C=N1)CCC)F (2-(6-chloro-5-fluoropyridin-3-yl)-5-propylpyrimidine). RXN SMILES: I[C:2]1[N:7]=[CH:6][C:5]([CH2:8][CH2:9][CH3:10])=[CH:4][N:3]=1.[Cl:11][C:12]1[C:17]([F:18])=[CH:16][C:15](B2OC(CC)(CC)C(CC)(CC)O2)=[CH:14][N:13]=1.P([O-])([O-])([O-])=O.[K+].[K+].[K+].O>O1CCOCC1.C1C=CC([P]([Pd]([P](C2C=CC=CC=2)(C2C=CC=CC=2)C2C=CC=CC=2)([P](C2C=CC=CC=2)(C2C=CC=CC=2)C2C=CC=CC=2)[P](C2C=CC=CC=2)(C2C=CC=CC=2)C2C=CC=CC=2)(C2C=CC=CC=2)C2C=CC=CC=2)=CC=1.C(OC)(C)(C)C>[Cl:11][C:12]1[N:13]=[CH:14][C:15]([C:2]2[N:7]=[CH:6][C:5]([CH2:8][CH2:9][CH3:10])=[CH:4][N:3]=2)=[CH:16][C:17]=1[F:18] |f:2.3.4.5,^1:50,52,71,90|. Reported procedure: 65 mmol of 2-iodo-5-propylpyrimidine and 65 mmol of 2-chloro-3-fluoro-5-(4,4,5,5-tetraethyl-1,3,2-dioxaborolan-2-yl)pyridine are dissolved in 155 ml of dioxane, and 130 mmol of tripotassium phosphate and 2 mmol of tetrakis(triphenylphosphine)palladium catalyst are added. The mixture is heated at 100° C. for 17 hours with stirring. Water and methyl tert-butyl ether are added to the reaction solution, and the organic phase is washed with water, dried using sodium sulfate and evaporated. The residu... Reactants: BrC1=C(C=C(C=C1)C1OCC(CO1)[C@@H]1CC[C@H](CC1)CCC)F (2-(4'-bromo-3'-fluorophenyl)-5-(trans-4'-propylcyclohexyl)-1,3-dioxane), C(#N)[Cu] (CuCN). Solvent: CN1CCCC1=O (NMP). Product: C(#N)C1=C(C=C(C=C1)[C@@H]1OC[C@H](CO1)[C@@H]1CC[C@H](CC1)C)F (Trans 2-(4'-cyano-3 -fluorophenyl)-5-(trans-4'-methylcyclohexyl)-1,3-dioxane). RXN SMILES: Br[C:2]1[CH:7]=[CH:6][C:5]([CH:8]2[O:13][CH2:12][CH:11]([C@H:14]3[CH2:19][CH2:18][C@H:17]([CH2:20]CC)[CH2:16][CH2:15]3)[CH2:10][O:9]2)=[CH:4][C:3]=1[F:23].[C:24]([Cu])#[N:25]>CN1C(=O)CCC1>[C:24]([C:2]1[CH:7]=[CH:6][C:5]([C@H:8]2[O:13][CH2:12][C@H:11]([C@H:14]3[CH2:19][CH2:18][C@H:17]([CH3:20])[CH2:16][CH2:15]3)[CH2:10][O:9]2)=[CH:4][C:3]=1[F:23])#[N:25]. Reported procedure: In 40 cm3 of NMP, 6.2 g (0.016 mol) of 2-(4'-bromo-3'-fluorophenyl)-5-(trans-4'-propylcyclohexyl)-1,3-dioxane and 2.2 g (0.024 mol) of CuCN were refluxed with a mantle heater for 2 hours. The reactants are C(CCC)[Sn](C=1N=C2N(CCOC3=C2C=CC(=C3)C(=O)OC)C1)(CCCC)CCCC (methyl 2-(tributylstannyl)-5,6-dihydrobenzo[f]imidazo[1,2-d][1,4]oxazepine-9-carboxylate), NC1=C(C=NN1C(C)C)C#N (5-amino-1-isopropyl-1H-pyrazole-4-carbonitrile), C1(=CC=CC=C1)C (Toluene). Reagents/catalysts: C=1C=CC(=CC1)[P](C=2C=CC=CC2)(C=3C=CC=CC3)[Pd]([P](C=4C=CC=CC4)(C=5C=CC=CC5)C=6C=CC=CC6)([P](C=7C=CC=CC7)(C=8C=CC=CC8)C=9C=CC=CC9)[P](C=1C=CC=CC1)(C=1C=CC=CC1)C=1C=CC=CC1 (Tetrakis(triphenylphosphine)palladium(0)). Product: C(#N)C=1C=NN(C1C=1N=C2N(CCOC3=C2C=CC(=C3)C(=O)OC)C1)C(C)C (Methyl 2-(4-cyano-1-isopropyl-1H-pyrazol-5-yl)-5,6-dihydrobenzo[f]imidazo[1,2-d][1,4]oxazepine-9-carboxylate). Reaction SMILES: C([Sn](CCCC)(CCCC)[C:6]1[N:7]=[C:8]2[C:14]3[CH:15]=[CH:16][C:17]([C:19]([O:21][CH3:22])=[O:20])=[CH:18][C:13]=3[O:12][CH2:11][CH2:10][N:9]2[CH:23]=1)CCC.N[C:33]1[N:37]([CH:38]([CH3:40])[CH3:39])[N:36]=[CH:35][C:34]=1[C:41]#[N:42].C1(C)C=CC=CC=1>C1C=CC([P]([Pd]([P](C2C=CC=CC=2)(C2C=CC=CC=2)C2C=CC=CC=2)([P](C2C=CC=CC=2)(C2C=CC=CC=2)C2C=CC=CC=2)[P](C2C=CC=CC=2)(C2C=CC=CC=2)C2C=CC=CC=2)(C2C=CC=CC=2)C2C=CC=CC=2)=CC=1>[C:41]([C:34]1[CH:35]=[N:36][N:37]([CH:38]([CH3:40])[CH3:39])[C:33]=1[C:6]1[N:7]=[C:8]2[C:14]3[CH:15]=[CH:16][C:17]([C:19]([O:21][CH3:22])=[O:20])=[CH:18][C:13]=3[O:12][CH2:11][CH2:10][N:9]2[CH:23]=1)#[N:42] |^1:53,55,74,93|. Procedure details: A mixture of methyl 2-(tributylstannyl)-5,6-dihydrobenzo[f]imidazo[1,2-d][1,4]oxazepine-9-carboxylate (155 mg, 0.291 mmol), 5-amino-1-isopropyl-1H-pyrazole-4-carbonitrile (133 mg, 0.509 mmol) and Tetrakis(triphenylphosphine)palladium(0) (16.8 mg, 0.0145 mmol) in Toluene (6.0 mL, 56 mmol) was heated for 18 hours. The mixture was concentrated in vacuum, the residue purified on 4 g silica column eluting with 30% ethyl acetate in heptane. Yield 65 mg (59%). MS (ESI+): 378.2 The reactants are C(C)(=O)OC=1C(C(=O)O)=CC=CC1 (acetylsalicyclic acid), BrC=1C=C(N)C=CC1 (3-bromoaniline). Product: BrC=1C=C(C=CC1)NC(C1=C(C=CC=C1)O)=O (N-(3-bromophenyl)-2-hydroxybenzamide). Reaction SMILES: C([O:4][C:5]1[C:6](=[CH:10][CH:11]=[CH:12][CH:13]=1)[C:7]([OH:9])=O)(=O)C.[Br:14][C:15]1[CH:16]=[C:17]([CH:19]=[CH:20][CH:21]=1)[NH2:18]>>[Br:14][C:15]1[CH:16]=[C:17]([NH:18][C:7](=[O:9])[C:6]2[CH:10]=[CH:11][CH:12]=[CH:13][C:5]=2[OH:4])[CH:19]=[CH:20][CH:21]=1. Reported procedure: This compound was obtained as a white solid starting from acetylsalicyclic acid and 3-bromoaniline using the same procedure described in example 5.